From a dataset of the Open Reaction Database (ORD), a public repository of structured organic reaction records. describe an organic reaction: reactants, conditions, products, and yield Reactants: ClCCl, C[S-], N#Cc1ccc(F)cc1F. Yields the product CSc1cc(F)ccc1C#N. Reaction SMILES: [CH2:13]([Cl:14])[Cl:15].[CH3:11][S-:12].[F:1][c:2]1[c:3]([C:4]#[N:5])[cH:6][cH:7][c:8]([F:10])[cH:9]1>>[c:2]1([S:12][CH3:11])[c:3]([C:4]#[N:5])[cH:6][cH:7][c:8]([F:10])[cH:9]1. The reactants are BrB(Br)Br, O=C([O-])O, ClCCl, COc1c(F)ccc2c1C(C)(C)CC(O)(C(F)(F)F)C2Nc1cccc2[nH]ncc12, [Na+]. Product: CC1(C)CC(O)(C(F)(F)F)C(Nc2cccc3[nH]ncc23)c2ccc(F)c(O)c21. Reaction SMILES: [B:31]([Br:32])([Br:33])[Br:34].[C:35](=[O:36])([OH:37])[O-:38].[Cl:40][CH2:41][Cl:42].[F:1][c:2]1[c:3]([O:29][CH3:30])[c:4]2[c:9]([cH:10][cH:11]1)[CH:8]([NH:12][c:13]1[c:14]3[cH:15][n:16][nH:17][c:18]3[cH:19][cH:20][cH:21]1)[C:7]([OH:22])([C:23]([F:24])([F:25])[F:26])[CH2:6][C:5]2([CH3:27])[CH3:28].[Na+:39]>>[F:1][c:2]1[c:3]([OH:29])[c:4]2[c:9]([cH:10][cH:11]1)[CH:8]([NH:12][c:13]1[c:14]3[cH:15][n:16][nH:17][c:18]3[cH:19][cH:20][cH:21]1)[C:7]([OH:22])([C:23]([F:24])([F:25])[F:26])[CH2:6][C:5]2([CH3:27])[CH3:28]. Starting materials: N(=O)OCC (ethyl nitrite), N(=O)OCC (ethyl nitrite), C1(CCCC2=CC=CC=C12)=O (1-tetralone), Cl (hydrogen chloride), C(C)O (ethanol). Reaction conditions: time 60 minute. The product is C(C)OC1(C(C2=CC=CC=C2CC1)=O)OCC (2,2-Diethoxy-1-tetralone), product. Reaction SMILES: [C:1]1(=[O:11])[C:10]2[C:5](=[CH:6][CH:7]=[CH:8][CH:9]=2)[CH2:4][CH2:3][CH2:2]1.Cl.N([O:15][CH2:16][CH3:17])=O.[CH2:18]([OH:20])[CH3:19]>>[CH2:16]([O:15][C:2]1([O:20][CH2:18][CH3:19])[CH2:3][CH2:4][C:5]2[C:10](=[CH:9][CH:8]=[CH:7][CH:6]=2)[C:1]1=[O:11])[CH3:17]. Reported procedure: 2,2-Diethoxy-1-tetralone (compound Ib) was prepared by charging 48.9 g of 1-tetralone, 105 g of absolute ethanol, 5.2 g of gaseous hydrogen chloride to a reactor flask. To another flask (feeder flask) was added 62.6 g of ethyl nitrite. The feeder flask was connected to the reaction flask by a hose ending with a gas dispersion tube which would allow subsurface addition of the ethyl nitrite. The feeder flask was maintained at room temperature to facilitate ethyl nitrite evaporation. The ethyl nitr... Conditions: time 20 hour. Procedure details: To a stirred solution of 2-1b (5.0 g, 21 mmol) in CH3OH (100 mL) at 0° C. was added SOCl2 (7.5 mL, 100 mmol) dropwise. The cooling bath was then removed and the solution stirred at ambient temperature for 20 h. Concentration and trituration with ether gave 2-2 as a white solid. Product: Cl.NC[C@@H](C(=O)OC)NS(=O)(=O)C1=CC=CC=C1 (Methyl 3-Amino-2(S)-phenylsulfonylaminopropionate hydrochloride). RXN SMILES: [NH2:1][CH2:2][C@H:3]([NH:7][S:8]([C:11]1[CH:16]=[CH:15][CH:14]=[CH:13][CH:12]=1)(=[O:10])=[O:9])[C:4]([OH:6])=[O:5].O=S(Cl)[Cl:19].[CH3:21]O>>[ClH:19].[NH2:1][CH2:2][C@H:3]([NH:7][S:8]([C:11]1[CH:16]=[CH:15][CH:14]=[CH:13][CH:12]=1)(=[O:10])=[O:9])[C:4]([O:6][CH3:21])=[O:5] |f:3.4|. Starting materials: NC[C@@H](C(=O)O)NS(=O)(=O)C1=CC=CC=C1 (3-Amino-2(S)-phenylsulfonylaminopropionic acid), O=S(Cl)Cl (SOCl2), CO (CH3OH). Reactants: ClC1=C(C=O)C=CC=C1 (2-chlorobenzaldehyde), NC1=NC(=CC(=N1)N)O (2,4-diamino-6-hydroxypyrimidine), CC=1N(C(=C(N1)C)C)CCOCC(CC(=O)OC)=O (methyl 4-[2-(2,4,5-trimethylimidazol-1-yl)ethoxy]-3-oxobutanoate). The product is NC1=NC(C2=C(N1)NC(=C(C2C2=C(C=CC=C2)Cl)C(=O)OC)COCCN2C(=NC(=C2C)C)C)=O (2-Amino-5-(2-chlorophenyl)-6-methoxycarbonyl-7-[2-(2,4,5-trimethylimidazol-1-yl)ethoxymethyl]-1,4,5,8-tetrahydro-4-oxopyrido[2,3-d]pyrimidine). Isolated yield 3.0%. Reaction SMILES: [Cl:1][C:2]1[CH:9]=[CH:8][CH:7]=[CH:6][C:3]=1[CH:4]=O.[NH2:10][C:11]1[N:16]=[C:15]([NH2:17])[CH:14]=[C:13]([OH:18])[N:12]=1.[CH3:19][C:20]1[N:21]([CH2:27][CH2:28][O:29][CH2:30][C:31](=O)[CH2:32][C:33]([O:35][CH3:36])=[O:34])[C:22]([CH3:26])=[C:23]([CH3:25])[N:24]=1>>[NH2:10][C:11]1[NH:16][C:15]2[NH:17][C:31]([CH2:30][O:29][CH2:28][CH2:27][N:21]3[C:22]([CH3:26])=[C:23]([CH3:25])[N:24]=[C:20]3[CH3:19])=[C:32]([C:33]([O:35][CH3:36])=[O:34])[CH:4]([C:3]3[CH:6]=[CH:7][CH:8]=[CH:9][C:2]=3[Cl:1])[C:14]=2[C:13](=[O:18])[N:12]=1. Procedure: The title compound (110 mg) was prepared from 2-chlorobenzaldehyde (1.05 g), 2,4-diamino-6-hydroxypyrimidine (1.07 g) and methyl 4-[2-(2,4,5-trimethylimidazol-1-yl)ethoxy]-3-oxobutanoate (2.0 g) by the method of Example 1. M.p. 225°-227° C. Reactants: C1CCOC1, COC(=O)C(CO)NC(c1ccccc1)(c1ccccc1)c1ccccc1, CC(C)(C)OC(=O)N1CCC2(CC1)NC(=O)NC2=O, CCOC(=O)N=NC(=O)OCC, c1ccc(P(c2ccccc2)c2ccccc2)cc1. The product is COC(=O)C(CN1C(=O)NC2(CCN(C(=O)OC(C)(C)C)CC2)C1=O)NC(c1ccccc1)(c1ccccc1)c1ccccc1. Reaction SMILES: [CH2:78]1[O:79][CH2:80][CH2:81][CH2:82]1.[CH3:20][O:21][C:22]([CH:23]([NH:24][C:25]([c:26]1[cH:27][cH:28][cH:29][cH:30][cH:31]1)([c:32]1[cH:33][cH:34][cH:35][cH:36][cH:37]1)[c:38]1[cH:39][cH:40][cH:41][cH:42][cH:43]1)[CH2:44][OH:45])=[O:46].[O:1]=[C:2]1[NH:3][C:4]2([C:5](=[O:7])[NH:6]1)[CH2:8][CH2:9][N:10]([C:13](=[O:14])[O:15][C:16]([CH3:17])([CH3:18])[CH3:19])[CH2:11][CH2:12]2.[O:66]=[C:67]([O:68][CH2:69][CH3:70])[N:71]=[N:72][C:73]([O:74][CH2:75][CH3:76])=[O:77].[c:47]1([P:48]([c:49]2[cH:50][cH:51][cH:52][cH:53][cH:54]2)[c:55]2[cH:56][cH:57][cH:58][cH:59][cH:60]2)[cH:61][cH:62][cH:63][cH:64][cH:65]1>>[O:1]=[C:2]1[NH:3][C:4]2([C:5](=[O:7])[N:6]1[CH2:44][CH:23]([C:22]([O:21][CH3:20])=[O:46])[NH:24][C:25]([c:26]1[cH:27][cH:28][cH:29][cH:30][cH:31]1)([c:32]1[cH:33][cH:34][cH:35][cH:36][cH:37]1)[c:38]1[cH:39][cH:40][cH:41][cH:42][cH:43]1)[CH2:8][CH2:9][N:10]([C:13](=[O:14])[O:15][C:16]([CH3:17])([CH3:18])[CH3:19])[CH2:11][CH2:12]2. Reactants: C(C)OC(=O)N1N=C2C(=C1NC(C1=CC=C(C=C1)N1CCN(CC1)C)=O)CN(C2(C)C)S(=O)(=O)C2=CC(=CC(=C2)F)F (5-(3,5-difluoro-benzenesulfonyl)-6,6-dimethyl-3-[4-(4-methyl-piperazin-1-yl)-benzoylamino]-5,6-dihydro-4H-pyrrolo[3,4-c]pyrazole-2-carboxylic acid ethyl ester). Solvent: CO (MeOH), C(C)N(CC)CC (triethylamine). Reaction conditions: temperature 60 celsius. The product is FC=1C=C(C=C(C1)F)S(=O)(=O)N1C(C=2NN=C(C2C1)NC(C1=CC=C(C=C1)N1CCN(CC1)C)=O)(C)C (N-[5-(3,5-difluoro-benzenesulfonyl)-6,6-dimethyl-1,4,5,6-tetrahydro-pyrrolo[3,4-c]pyrazol-3-yl]-4-(4-methyl-piperazin-1-yl)-benzamide). Isolated yield 75.4%. RXN SMILES: C(OC([N:6]1[C:10]([NH:11][C:12](=[O:26])[C:13]2[CH:18]=[CH:17][C:16]([N:19]3[CH2:24][CH2:23][N:22]([CH3:25])[CH2:21][CH2:20]3)=[CH:15][CH:14]=2)=[C:9]2[CH2:27][N:28]([S:32]([C:35]3[CH:40]=[C:39]([F:41])[CH:38]=[C:37]([F:42])[CH:36]=3)(=[O:34])=[O:33])[C:29]([CH3:31])([CH3:30])[C:8]2=[N:7]1)=O)C>CO.C(N(CC)CC)C>[F:41][C:39]1[CH:40]=[C:35]([S:32]([N:28]2[CH2:27][C:9]3[C:10]([NH:11][C:12](=[O:26])[C:13]4[CH:18]=[CH:17][C:16]([N:19]5[CH2:20][CH2:21][N:22]([CH3:25])[CH2:23][CH2:24]5)=[CH:15][CH:14]=4)=[N:6][NH:7][C:8]=3[C:29]2([CH3:31])[CH3:30])(=[O:33])=[O:34])[CH:36]=[C:37]([F:42])[CH:38]=1. Procedure details: A mixture of 5-(3,5-difluoro-benzenesulfonyl)-6,6-dimethyl-3-[4-(4-methyl-piperazin-1-yl)-benzoylamino]-5,6-dihydro-4H-pyrrolo[3,4-c]pyrazole-2-carboxylic acid ethyl ester (1.6 g, 3 mmol) in MeOH (60 mL) and triethylamine (5 mL) was heated at 60° C. for 2 hours. The reaction mixture was then evaporated to dryness and the crude residue crystallized from ethyl acetate, filtered, washed with diethyl ether and dried under vacuum affording the title compound as white solid (1.2 g).